From a dataset of the Open Reaction Database (ORD), a public repository of structured organic reaction records. describe an organic reaction: reactants, conditions, products, and yield The reactants are COC1C=2C=CC=CC2C2CN(CC21)CC#N (8-Methoxy-2-cyanomethyl-1,2,3,3a,8,8a-hexahydroindeno[1,2-c]pyrrole). Reagents/catalysts: [Rh] (Rh/Al2O3). Run in CO (methanol), N (ammonia). Conditions: time 4 hour. Product: COC1C=2C=CC=CC2C2CN(CC21)CCN (8-Methoxy-2-(2-aminoethyl)-1,2,3,3a,8,8a-hexahydroindeno[1,2-c]pyrrole). The yield is 95.3%. As a reaction SMILES: [CH3:1][O:2][CH:3]1[CH:14]2[CH:10]([CH2:11][N:12]([CH2:15][C:16]#[N:17])[CH2:13]2)[C:9]2[CH:8]=[CH:7][CH:6]=[CH:5][C:4]1=2>CO.N.[Rh]>[CH3:1][O:2][CH:3]1[CH:14]2[CH:10]([CH2:11][N:12]([CH2:15][CH2:16][NH2:17])[CH2:13]2)[C:9]2[CH:8]=[CH:7][CH:6]=[CH:5][C:4]1=2. Procedure: The product from Example 16 (1.00 g) was dissolved in 90 ml methanol and 10 ml anhydrous ammonia. 0.100 g 5% Rh/Al2O3 was added and the reaction was hydrogenated at 4 atm for 4 h. The reaction was filtered and the solvent removed to yield 0.97 g of the desired product as a colorless oil. NMR (CDCl3) δ2.20-2.61 (m, 3H), 2.66-3.45 (m, 8H), 3.82 (s, 3H), 3.89 (m, 1H), 6.67 (d, 1H), 6.78 (d, 1H), 7.14 (t, 1H). As a reaction SMILES: [NH2:1][C:2]1[CH:6]=[C:5]([CH3:7])[NH:4][N:3]=1.CO[CH:10](OC)[CH2:11][CH:12]=O.[OH-].[Na+]>>[CH3:7][C:5]1[C:6]2[C:2](=[N:1][CH:10]=[CH:11][CH:12]=2)[NH:3][N:4]=1 |f:2.3|. Reactants: [OH-].[Na+] (NaOH), NC1=NNC(=C1)C (3-Amino-5-methyl pyrazole), COC(CC=O)OC (malonaldehyde dimethyl acetal), polyphosphoric acid. Procedure details: To a stirring suspension of 5.0 g (51.5 mmol) of 3-Amino-5-methyl pyrazole in 10.1 g (61.8 mmol, 1.2 equiv) of malonaldehyde dimethyl acetal is added approx. 8 g of polyphosphoric acid, and the resulting mixture is heated to 100° C. for 2 h. The resulting black oil is poured onto crushed ice and made basic by the addition of 3N NaOH, then extracted with EtOAc (2×100 mL). The organic layers were combined, dried (MgSO4), and the solvent removed in vacuo. Purification of the crude material by silic... Conditions: temperature 100 celsius. The product is CC1=NNC2=NC=CC=C21 (3-Methyl-1H-pyrazolo[3,4-b]pyridine). Yield: 2.3%. Starting materials: CC1=CCCC(C)(C)C1C=CC(C)N1CCCCC1, CI, CO. Yields the product CC1=CCCC(C)(C)C1C=CC(C)[N+]1(C)CCCCC1, [I-]. As a reaction SMILES: [CH3:1][CH:2]([CH:3]=[CH:4][CH:5]1[C:6]([CH3:13])=[CH:7][CH2:8][CH2:9][C:10]1([CH3:11])[CH3:12])[N:14]1[CH2:15][CH2:16][CH2:17][CH2:18][CH2:19]1.[CH3:20][I:21].[CH3:22][OH:23]>>[CH3:1][CH:2]([CH:3]=[CH:4][CH:5]1[C:6]([CH3:13])=[CH:7][CH2:8][CH2:9][C:10]1([CH3:11])[CH3:12])[N+:14]1([CH3:20])[CH2:15][CH2:16][CH2:17][CH2:18][CH2:19]1.[I-:21]. The reactants are C(C)(=O)NC(=S)N (acetylthiourea), O (water), C(C)=C(C(=O)OCC)C(CCl)=O (ethyl 2-ethylidene-4-chloro-3-oxobutyrate). The solvent is CN(C=O)C (N,N-dimethylformamide). Reaction conditions: temperature 15 celsius, time 1 hour. The product is C(C)(=O)NC=1SC=C(N1)/C(/C(=O)OCC)=C/C (Ethyl Z-2-(2-acetamidothiazol-4-yl)-2-butenoate). As a reaction SMILES: [C:1]([NH:4][C:5]([NH2:7])=[S:6])(=[O:3])[CH3:2].O.[CH:9](=[C:11]([C:17](=O)[CH2:18]Cl)[C:12]([O:14][CH2:15][CH3:16])=[O:13])[CH3:10]>CN(C)C=O>[C:1]([NH:4][C:5]1[S:6][CH:10]=[C:9](/[C:11](=[CH:17]/[CH3:18])/[C:12]([O:14][CH2:15][CH3:16])=[O:13])[N:7]=1)(=[O:3])[CH3:2]. Reported procedure: 14.6 parts by weight of acetylthiourea, 30 parts by volume of water and 50 parts by volume of N,N-dimethylformamide are heated up to 85° C. under nitrogen. 22.9 parts by weight of ethyl 2-ethylidene-4-chloro-3-oxobutyrate are then added at this temperature in the course of 40 minutes. The mixture is stirred at 80° to 85° C. for 1 hour and then cooled to 15° C., and, after 10 minutes, the precipitate which has separated out is filtered off with suction. The precipitate is suspended once in 34.5 p... The reactants are C(C)C1=C(C(=O)O)C(=CC=C1)CC (2,6-diethylbenzoic acid), S(=O)(Cl)Cl (thionyl chloride). The product is C(C)C1=C(C(=O)Cl)C(=CC=C1)CC (2,6-diethylbenzoylchloride). Reaction SMILES: [CH2:1]([C:3]1[CH:11]=[CH:10][CH:9]=[C:8]([CH2:12][CH3:13])[C:4]=1[C:5](O)=[O:6])[CH3:2].S(Cl)([Cl:16])=O>>[CH2:1]([C:3]1[CH:11]=[CH:10][CH:9]=[C:8]([CH2:12][CH3:13])[C:4]=1[C:5]([Cl:16])=[O:6])[CH3:2]. Procedure details: 2,6-Diethylcyanobenzene was prepared by converting 2,6-diethylaniline to a diazonium salt and then reacting the diazonium salt with copper cyanide. Hydrolysis of 2,6-diethylcyanobenzene was effected by reaction with sodium hydroxide in ethylene glycol to provide 2,6-diethylaminocarbonyl benzene. The latter compound was reacted with phosphoric acid to provide 2,6-diethylbenzoic acid. Reaction of the benzoic acid with thionyl chloride afforded 2,6-diethylbenzoylchloride as an oil. Starting materials: CON(C(=O)C=1N=CN(C1)C1=CC(=CC=C1)C=1C(=NC=CC1)Cl)C (1-[3-(2-Chloro-pyridin-3-yl)-phenyl]-1H-imidazole-4-carboxylic acid methoxy-methyl-amide), BrC1=CC=C(C=C1)F (1-bromo-4-fluorobenzene). Yields the product FC1=CC=C(C=C1)C(=O)C=1N=CN(C1)C1=CC(=CC=C1)C=1C(=NC=CC1)Cl ((4-Fluoro-phenyl)-{1-[3-(2-chloro-pyridin-3-yl)-phenyl]-1H-imidazol-4-yl}-methanone). Reaction SMILES: CON(C)[C:4]([C:6]1[N:7]=[CH:8][N:9]([C:11]2[CH:16]=[CH:15][CH:14]=[C:13]([C:17]3[C:18]([Cl:23])=[N:19][CH:20]=[CH:21][CH:22]=3)[CH:12]=2)[CH:10]=1)=[O:5].Br[C:26]1[CH:31]=[CH:30][C:29]([F:32])=[CH:28][CH:27]=1>>[F:32][C:29]1[CH:30]=[CH:31][C:26]([C:4]([C:6]2[N:7]=[CH:8][N:9]([C:11]3[CH:16]=[CH:15][CH:14]=[C:13]([C:17]4[C:18]([Cl:23])=[N:19][CH:20]=[CH:21][CH:22]=4)[CH:12]=3)[CH:10]=2)=[O:5])=[CH:27][CH:28]=1. Procedure details: This compound is prepared by method C using compound 12l and 1-bromo-4-fluorobenzene The reactants are OO (hydrogen peroxide), O (water), C1(=CC=CC=C1)CC(=O)NC1[C@@H]2N(C(C(S2)(C)C)C(=O)OCC(Cl)(Cl)Cl)C1=O (2,2,2-trichloroethyl 6-(2-phenylacetamido)-2,2-dimethylpenam-3-carboxylate). Reagents/catalysts: O.O.[O-][W](=O)(=O)[O-].[Na+].[Na+] (Sodium tungstate dihydrate). Run in C(C)(=O)O (acetic acid). Conditions: time 1.5 hour. Product: C1(=CC=CC=C1)CC(=O)NC1[C@@H]2N(C(C(S2=O)(C)C)C(=O)OCC(Cl)(Cl)Cl)C1=O (2,2,2-trichloroethyl 6-(2-phenylacetamido)2,2-dimethylpenam-3-carboxylate-1-oxide). As a reaction SMILES: [C:1]1([CH2:7][C:8]([NH:10][CH:11]2[C:27](=[O:28])[N:13]3[CH:14]([C:19]([O:21][CH2:22][C:23]([Cl:26])([Cl:25])[Cl:24])=[O:20])[C:15]([CH3:18])([CH3:17])[S:16][C@H:12]23)=[O:9])[CH:6]=[CH:5][CH:4]=[CH:3][CH:2]=1.[OH:29]O.O>C(O)(=O)C.O.O.[O-][W]([O-])(=O)=O.[Na+].[Na+]>[C:1]1([CH2:7][C:8]([NH:10][CH:11]2[C:27](=[O:28])[N:13]3[CH:14]([C:19]([O:21][CH2:22][C:23]([Cl:24])([Cl:25])[Cl:26])=[O:20])[C:15]([CH3:18])([CH3:17])[S:16](=[O:29])[C@H:12]23)=[O:9])[CH:6]=[CH:5][CH:4]=[CH:3][CH:2]=1 |f:4.5.6.7.8|. Procedure: Sodium tungstate dihydrate (500 mg.) was added to a solution of 2,2,2-trichloroethyl 6-(2-phenylacetamido)-2,2-dimethylpenam-3-carboxylate (31.5 g.) in acetic acid (150 cc.), and to the mixture was added, dropwise, 30% hydrogen peroxide (9.1 cc) while cooling in an ice bath. The mixture was stirred for 1.5 hours, and then water was added thereto. The precipitate was collected by filtration, washed with water and dried to yield crystals (33.2 g.) of 2,2,2-trichloroethyl 6-(2-phenylacetamido)2,2-d... The reactants are NC1=C(N=NC2=C(C(=CC=C12)F)I)C(=O)NCCC (4-amino-7-fluoro-8-iodo-N-propyl-cinnoline-3-carboxamide), FC1=C(C=C(C=C1)F)B(O)O ((2,5-difluorophenyl)boronic acid). The product is NC1=C(N=NC2=C(C(=CC=C12)F)C1=C(C=CC(=C1)F)F)C(=O)NCCC (4-amino-7-fluoro-8-(2,5-difluorophenyl)-N-propyl-cinnoline-3-carboxamide). Isolated yield 35.0%. Reaction SMILES: [NH2:1][C:2]1[C:11]2[C:6](=[C:7](I)[C:8]([F:12])=[CH:9][CH:10]=2)[N:5]=[N:4][C:3]=1[C:14]([NH:16][CH2:17][CH2:18][CH3:19])=[O:15].[F:20][C:21]1[CH:26]=[CH:25][C:24]([F:27])=[CH:23][C:22]=1B(O)O>>[NH2:1][C:2]1[C:11]2[C:6](=[C:7]([C:25]3[CH:26]=[C:21]([F:20])[CH:22]=[CH:23][C:24]=3[F:27])[C:8]([F:12])=[CH:9][CH:10]=2)[N:5]=[N:4][C:3]=1[C:14]([NH:16][CH2:17][CH2:18][CH3:19])=[O:15]. Procedure details: Using method B, 4-amino-7-fluoro-8-iodo-N-propyl-cinnoline-3-carboxamide (150 mg, 0.40 mmol) and (2,5-difluorophenyl)boronic acid (519.0 mg, 3.29 mmol) were reacted to afford the title compound (50.5 mg, 35% yield) as an off-white solid. 1H NMR (300 MHz, CDCl3) δ 8.48 (bs, 1H), 7.96 (d×d, J=5.3 Hz, J=9.3 Hz, 1H), 7.55 (t, J=9.1 Hz, 1H), 7.13-7.23 (m, 3H), 3.45 (apparent q, J=6.9 Hz, J=13.1 Hz, 2H), 1.65 (apparent sextet, J=7.3 Hz, 2H), 1.00 (t, J=7.4 Hz, 3H). MS APCI, m/z=361 (M+H) HPLC 2.98 min... Yields the product C(C)(C)(C)OC(CCCCC[C@@H](C(=O)O)NC(=O)OC(C)(C)C)=O ((2S)-8-tert-Butoxy-2-[(tert-butoxycarbonyl)amino]-8-oxooctanoic acid). Reaction conditions: time 1.5 hour. Procedure details: I2 was dissolved in a mixture of THF and H2O (4:1, 0.35M solution) at RT and LiOH.H2O (1.1 eq.) was added and the mixture was then stirred for 1.5 hr. 1M HCl was added until pH 4-5, then the THF was removed under reduced pressure. The aqueous phase was extracted with EtOAc (3×); the collected organic phases were washed with brine and then dried (Na2SO4). After removal of the solvent the title compound was obtained as a colorless oil which solidified upon standing, this was used in the next step ... The reactants are C(C)(C)(C)OC(=O)N[C@H](C(=O)OC)CCCCCC(=O)OC(C)(C)C (8-tert-Butyl 1-methyl (2S)-2-[(tert-butoxycarbonyl)amino]octanedioate), Cl (HCl), O[Li].O (LiOH.H2O). RXN SMILES: [C:1]([O:5][C:6]([NH:8][C@@H:9]([CH2:14][CH2:15][CH2:16][CH2:17][CH2:18][C:19]([O:21][C:22]([CH3:25])([CH3:24])[CH3:23])=[O:20])[C:10]([O:12]C)=[O:11])=[O:7])([CH3:4])([CH3:3])[CH3:2].O[Li].O.Cl>C1COCC1.O>[C:22]([O:21][C:19](=[O:20])[CH2:18][CH2:17][CH2:16][CH2:15][CH2:14][C@H:9]([NH:8][C:6]([O:5][C:1]([CH3:4])([CH3:3])[CH3:2])=[O:7])[C:10]([OH:12])=[O:11])([CH3:25])([CH3:24])[CH3:23] |f:1.2|. Solvent: C1CCOC1 (THF), O (H2O). Product: FC=1C=CC(=C(OC(C(=O)OCC)C)C1)[N+](=O)[O-] (ethyl 2-(5-fluoro-2-nitrophenoxy)propionate). Reactants: FC1=C(C=CC(=C1)F)[N+](=O)[O-] (2,4-Difluoronitrobenzene), C(C(O)C)(=O)OCC (ethyl lactate), C([O-])([O-])=O.[K+].[K+] (potassium carbonate). Run at temperature 95 celsius, time 1.5 hour. The solvent is O1CCOCC1 (dioxane). Reported procedure: 2,4-Difluoronitrobenzene (16.9 g; 0.10 mole), ethyl lactate (11.8 g; 0.10 mole), and anhydrous potassium carbonate (13.8 g, 0.10 mole) are combined in dioxane (200 ml) and the temperature is brought to 95° C. over a 1.5 hour period and maintained at 95° C. for 3 hours. The reaction mixture is cooled to room temperature, the inorganic solids removed by filtration and the solvent removed under vacuum to afford a dark colored oil, from which low boiling fractions are removed by distillation (bp., 7... As a reaction SMILES: F[C:2]1[CH:7]=[C:6]([F:8])[CH:5]=[CH:4][C:3]=1[N+:9]([O-:11])=[O:10].[C:12]([O:17][CH2:18][CH3:19])(=[O:16])[CH:13]([CH3:15])[OH:14].C(=O)([O-])[O-].[K+].[K+]>O1CCOCC1>[F:8][C:6]1[CH:5]=[CH:4][C:3]([N+:9]([O-:11])=[O:10])=[C:2]([CH:7]=1)[O:14][CH:13]([CH3:15])[C:12]([O:17][CH2:18][CH3:19])=[O:16] |f:2.3.4|.